The task is: describe an organic reaction: reactants, conditions, products, and yield. This data is from the Open Reaction Database (ORD), a public repository of structured organic reaction records. Reactants: ClC1=CC=C(C=C1)C1=C(C=2N(C(=N1)NC(C)C)C(NN2)=O)C2=CC=C(C=C2)Cl (7,8-bis(4-chlorophenyl)-5-(isopropylamino)-[1,2,4]triazolo[4,3-c]pyrimidin-3(2H)-one), CN(C)C=O (DMF), C([O-])([O-])=O.[K+].[K+] (potassium carbonate), CI (methyl iodide). The solvent is CCOC(=O)C (EtOAc). Reaction conditions: time 3 hour. Yields the product ClC1=CC=C(C=C1)C1=C(C=2N(C(=N1)NC(C)C)C(N(N2)C)=O)C2=CC=C(C=C2)Cl (7,8-bis(4-chlorophenyl)-5-(isopropylamino)-2-methyl-[1,2,4]triazolo[4,3-c]pyrimidin-3(2H)-one). RXN SMILES: [Cl:1][C:2]1[CH:7]=[CH:6][C:5]([C:8]2[N:13]=[C:12]([NH:14][CH:15]([CH3:17])[CH3:16])[N:11]3[C:18](=[O:21])[NH:19][N:20]=[C:10]3[C:9]=2[C:22]2[CH:27]=[CH:26][C:25]([Cl:28])=[CH:24][CH:23]=2)=[CH:4][CH:3]=1.[CH3:29]N(C=O)C.C(=O)([O-])[O-].[K+].[K+].CI>CCOC(C)=O>[Cl:1][C:2]1[CH:7]=[CH:6][C:5]([C:8]2[N:13]=[C:12]([NH:14][CH:15]([CH3:17])[CH3:16])[N:11]3[C:18](=[O:21])[N:19]([CH3:29])[N:20]=[C:10]3[C:9]=2[C:22]2[CH:23]=[CH:24][C:25]([Cl:28])=[CH:26][CH:27]=2)=[CH:4][CH:3]=1 |f:2.3.4|. Reported procedure: To a mixture of crude 7,8-bis(4-chlorophenyl)-5-(isopropylamino)-[1,2,4]triazolo[4,3-c]pyrimidin-3(2H)-one, DMF (0.7 mL), and potassium carbonate (21 mg, 0.15 mmol) was added methyl iodide (213 mg, 1.5 mmol). The resulting reaction mixture was stirred at room temperature for 3 h. The reaction mixture was then diluted with EtOAc, washed with water and saturated aqueous NaCl, dried (Na2SO4), and concentrated at reduced pressure. The residue was purified by preparative reverse phase HPLC to obtain ... Starting materials: CN1N=C(C(=C1)CN(C(=O)C1=CN=C(N1C1=CC=C(C=C1)F)S)C)C (N-((1,3-Dimethyl-1H-pyrazol-4-yl)methyl)-1-(4-fluorophenyl)-2-mercapto-N-methyl-1H-imidazole-5-carboxamide), FC1=CC=C(C=C1)N1C(=NC=C1C(=O)OCC)CCC1=C(C=CC=C1)C(F)(F)F (ethyl 1-(4-fluorophenyl)-2-(2-(trifluoromethyl)phenethyl)-1H-imidazole-5-carboxylate), [OH-].[Li+] (lithium hydroxide), C1CCOC1 (THF). Solvent: O (water), CO (methanol). The product is FC1=CC=C(C=C1)N1C(=NC=C1C(=O)O)CCC1=C(C=CC=C1)C(F)(F)F (1-(4-Fluorophenyl)-2-(2-(trifluoromethyl)phenethyl)-1H-imidazole-5-carboxylic acid). As a reaction SMILES: CN1C=C(CN(C)C(C2N(C3C=CC(F)=CC=3)C(S)=NC=2)=O)C(C)=N1.[F:26][C:27]1[CH:32]=[CH:31][C:30]([N:33]2[C:37]([C:38]([O:40]CC)=[O:39])=[CH:36][N:35]=[C:34]2[CH2:43][CH2:44][C:45]2[CH:50]=[CH:49][CH:48]=[CH:47][C:46]=2[C:51]([F:54])([F:53])[F:52])=[CH:29][CH:28]=1.[OH-].[Li+].C1COCC1>O.CO>[F:26][C:27]1[CH:32]=[CH:31][C:30]([N:33]2[C:37]([C:38]([OH:40])=[O:39])=[CH:36][N:35]=[C:34]2[CH2:43][CH2:44][C:45]2[CH:50]=[CH:49][CH:48]=[CH:47][C:46]=2[C:51]([F:53])([F:52])[F:54])=[CH:29][CH:28]=1 |f:2.3|. Procedure: 1-(4-Fluorophenyl)-2-(2-(trifluoromethyl)phenethyl)-1H-imidazole-5-carboxylic acid (48) was prepared in a similar manner as that described for the synthesis of compound 7 using ethyl 1-(4-fluorophenyl)-2-(2-(trifluoromethyl)phenethyl)-1H-imidazole-5-carboxylate (47), lithium hydroxide, THF, methanol, and water. Reactants: COc1cc(O)cc(C(=O)NC2CCN(C(=O)OC(C)(C)C)CC2)c1, [BH3-]C#N, CCOc1cc(C=O)cc(OCC)c1F, CCN(C(C)C)C(C)C, CCO, CC(=O)O, Cl, Cl, [Na+], C1COCCO1, COc1cc(O)cc(C(=O)NC2CCNCC2)c1. The product is CCOc1cc(CN2CCC(NC(=O)c3cc(O)cc(OC)c3)CC2)cc(OCC)c1F. RXN SMILES: [C:20]([O:21][C:22]([N:23]1[CH2:24][CH2:25][CH:26]([NH:27][C:28](=[O:29])[c:30]2[cH:31][c:32]([O:33][CH3:34])[cH:35][c:36]([OH:37])[cH:38]2)[CH2:39][CH2:40]1)=[O:41])([CH3:42])([CH3:43])[CH3:44].[C:67]([BH3-:68])#[N:69].[CH2:52]([CH3:53])[O:54][c:55]1[cH:56][c:57]([CH:58]=[O:59])[cH:60][c:61]([O:64][CH2:65][CH3:66])[c:62]1[F:63].[CH2:71]([N:72]([CH:73]([CH3:74])[CH3:75])[CH:76]([CH3:77])[CH3:78])[CH3:79].[CH3:80][CH2:81][OH:82].[CH3:83][C:84](=[O:85])[OH:86].[ClH:1].[ClH:45].[Na+:70].[O:46]1[CH2:47][CH2:48][O:49][CH2:50][CH2:51]1.[OH:2][c:3]1[cH:4][c:5]([C:6](=[O:7])[NH:8][CH:9]2[CH2:10][CH2:11][NH:12][CH2:13][CH2:14]2)[cH:15][c:16]([O:18][CH3:19])[cH:17]1>>[OH:2][c:3]1[cH:4][c:5]([C:6](=[O:7])[NH:8][CH:9]2[CH2:10][CH2:11][N:12]([CH2:58][c:57]3[cH:56][c:55]([O:54][CH2:52][CH3:53])[c:62]([F:63])[c:61]([O:64][CH2:65][CH3:66])[cH:60]3)[CH2:13][CH2:14]2)[cH:15][c:16]([O:18][CH3:19])[cH:17]1. Run at temperature 60 celsius, time 2 hour. Reactants: C(C1=CC=CC=C1)OC=1C=C(CC2=C(C#N)C=CC=C2)C=CC1N1S(N(C(C1)=O)CC[Si](C)(C)C)(=O)=O (2-{3-benzyloxy-4-[1,1,4-trioxo-5-(2-trimethylsilanylethyl)-1,2,5-thiadiazolidin-2-yl]-benzyl}-benzonitrile), CCCC[N+](CCCC)(CCCC)CCCC.[F-] (TBAF). Product: C(C1=CC=CC=C1)OC=1C=C(CC2=C(C#N)C=CC=C2)C=CC1N1S(NC(C1)=O)(=O)=O (2-[3-Benzyloxy-4-(1,1,4-trioxo-1,2,5-thiadiazolidin-2-yl)-benzyl]-benzonitrile). Procedure: To a solution of 2-{3-benzyloxy-4-[1,1,4-trioxo-5-(2-trimethylsilanylethyl)-1,2,5-thiadiazolidin-2-yl]-benzyl}-benzonitrile (57 mg, 0.107 mmol) in THF (10 mL) is added TBAF (0.16 mL, 1.5 equiv) and the mixture is stirred at 60° C. for 2 h. The mixture is partitioned between EtOAc and 1N HCl. The organic phase is washed with 1N HCl and brine then is dried over sodium sulfate. The solvent is removed under reduced pressure and the residue purified by column chromatography using a gradient of 0-40% ... RXN SMILES: [CH2:1]([O:8][C:9]1[CH:10]=[C:11]([CH:21]=[CH:22][C:23]=1[N:24]1[CH2:28][C:27](=[O:29])[N:26](CC[Si](C)(C)C)[S:25]1(=[O:37])=[O:36])[CH2:12][C:13]1[CH:20]=[CH:19][CH:18]=[CH:17][C:14]=1[C:15]#[N:16])[C:2]1[CH:7]=[CH:6][CH:5]=[CH:4][CH:3]=1.CCCC[N+](CCCC)(CCCC)CCCC.[F-]>C1COCC1>[CH2:1]([O:8][C:9]1[CH:10]=[C:11]([CH:21]=[CH:22][C:23]=1[N:24]1[CH2:28][C:27](=[O:29])[NH:26][S:25]1(=[O:37])=[O:36])[CH2:12][C:13]1[CH:20]=[CH:19][CH:18]=[CH:17][C:14]=1[C:15]#[N:16])[C:2]1[CH:7]=[CH:6][CH:5]=[CH:4][CH:3]=1 |f:1.2|. Solvent: C1CCOC1 (THF). Reactants: [Cl-].[NH4+] (ammonium chloride), N,N-dimethylaminopyridine, C1(=CC=C(C=C1)S(=O)(=O)Cl)C (p-toluenesulfonyl chloride), CC1(OCC(CO1)(CN1C(=NC(=C1)COCOC)[N+](=O)[O-])CO)C (2,2-dimethyl-5-hydroxymethyl-5-[(4-methoxymethoxymethyl-2-nitro-1H-imidazol-1-yl)methyl]-1,3-dioxane). Solvent: C(C)N(CC)CC (triethylamine). Reaction conditions: temperature 25 celsius, time 16 hour. The product is CC1(OCC(CO1)(COS(=O)(=O)C1=CC=C(C=C1)C)CN1C(=NC(=C1)COCOC)[N+](=O)[O-])C (2,2-dimethyl-5-[(4-methoxymethoxymethyl-2-nitro-1H-imidazol-1-yl)methyl]-5-(p-toluenesulfonyloxymethyl)-1,3-dioxane). Yield: 27.3%. RXN SMILES: [CH3:1][C:2]1([CH3:24])[O:7][CH2:6][C:5]([CH2:22][OH:23])([CH2:8][N:9]2[CH:13]=[C:12]([CH2:14][O:15][CH2:16][O:17][CH3:18])[N:11]=[C:10]2[N+:19]([O-:21])=[O:20])[CH2:4][O:3]1.[C:25]1([CH3:35])[CH:30]=[CH:29][C:28]([S:31](Cl)(=[O:33])=[O:32])=[CH:27][CH:26]=1.[Cl-].[NH4+]>C(N(CC)CC)C>[CH3:1][C:2]1([CH3:24])[O:3][CH2:4][C:5]([CH2:8][N:9]2[CH:13]=[C:12]([CH2:14][O:15][CH2:16][O:17][CH3:18])[N:11]=[C:10]2[N+:19]([O-:21])=[O:20])([CH2:22][O:23][S:31]([C:28]2[CH:29]=[CH:30][C:25]([CH3:35])=[CH:26][CH:27]=2)(=[O:33])=[O:32])[CH2:6][O:7]1 |f:2.3|. Reported procedure: 23 mg (0.11 mmol equivalents) of 2,2-dimethyl-5-hydroxymethyl-5-[(4-methoxymethoxymethyl-2-nitro-1H-imidazol-1-yl)methyl]-1,3-dioxane was dissolved in 1.0 mL of triethylamine, 1 mg (0.01 mmol equivalents) of N,N-dimethylaminopyridine and 23 mg (0.12 mmol equivalents) of p-toluenesulfonyl chloride were added thereto, and the mixture was stirred at room temperature (25° C.) for 16 hours. After completion of the reaction, a saturated aqueous solution of ammonium chloride was added, and the mixture ... Starting materials: CC(=O)[O-], CC1CNC(C)CN1, CCO, CS(=O)(=O)O, CCOC(=O)Cl, [K+], C1CCOC1, O. Yields the product CCOC(=O)N1CC(C)NCC1C. As a reaction SMILES: [CH3:15][C:16](=[O:17])[O-:18].[CH3:1][CH:2]1[NH:3][CH2:4][CH:5]([CH3:8])[NH:6][CH2:7]1.[CH3:31][CH2:32][OH:33].[CH3:9][S:10](=[O:11])(=[O:12])[OH:13].[Cl:19][C:20](=[O:21])[O:22][CH2:23][CH3:24].[K+:14].[O:26]1[CH2:27][CH2:28][CH2:29][CH2:30]1.[OH2:25]>>[CH3:1][CH:2]1[N:3]([C:20](=[O:21])[O:22][CH2:23][CH3:24])[CH2:4][CH:5]([CH3:8])[NH:6][CH2:7]1. Starting materials: Cc1nc[nH]c1Cl, ClC(Cl)Cl, O=C=Nc1cc(Cl)cc(Cl)c1. Product: Cc1ncn(C(=O)Nc2cc(Cl)cc(Cl)c2)c1Cl. Reaction SMILES: [CH3:12][c:13]1[n:14][cH:15][nH:16][c:17]1[Cl:18].[CH:19]([Cl:20])([Cl:21])[Cl:22].[Cl:1][c:2]1[cH:3][c:4]([N:9]=[C:10]=[O:11])[cH:5][c:6]([Cl:8])[cH:7]1>>[Cl:1][c:2]1[cH:3][c:4]([NH:9][C:10](=[O:11])[n:16]2[cH:15][n:14][c:13]([CH3:12])[c:17]2[Cl:18])[cH:5][c:6]([Cl:8])[cH:7]1.